From a dataset of the Open Reaction Database (ORD), a public repository of structured organic reaction records. describe an organic reaction: reactants, conditions, products, and yield The reactants are Cc1ccccc1, CCCCCCCCOC(=O)Cl, O=Cc1ccc(O)cc1, c1ccncc1. Yields the product CCCCCCCCOC(=O)Oc1ccc(C=O)cc1. Reaction SMILES: [CH3:22][c:23]1[cH:24][cH:25][cH:26][cH:27][cH:28]1.[Cl:10][C:11](=[O:12])[O:13][CH2:14][CH2:15][CH2:16][CH2:17][CH2:18][CH2:19][CH2:20][CH3:21].[OH:1][c:2]1[cH:3][cH:4][c:5]([CH:6]=[O:7])[cH:8][cH:9]1.[cH:29]1[cH:30][cH:31][n:32][cH:33][cH:34]1>>[O:1]([c:2]1[cH:3][cH:4][c:5]([CH:6]=[O:7])[cH:8][cH:9]1)[C:11](=[O:12])[O:13][CH2:14][CH2:15][CH2:16][CH2:17][CH2:18][CH2:19][CH2:20][CH3:21]. Reported procedure: A solution of 1.5 g of 1,2-dimethyl-10-(3-aminopropyl)phenothiazine-5-oxide obtained in Example 8 and 580 mg of benzaldehyde in 60 ml of toluene was stirred under reflux for 2 hr while using a water separator. Then the mixture was cooled to room temperature and the solvent was evaporated under reduced pressure. After adding 60 ml of ethanol and sodium borohydride successively, the reaction mixture was stirred under ice cooling for 10 min. After adding water, the mixture was extracted with ethyl ... Solvent: C1(=CC=CC=C1)C (toluene). Product: CC1=C(C=CC=2S(C3=CC=CC=C3N(C12)CCCNCC1=CC=CC=C1)=O)C (1,2-Dimethyl-10-(3-benzylaminopropyl)-phenothiazine-5-oxide). The reactants are CC1=C(C=CC=2S(C3=CC=CC=C3N(C12)CCCN)=O)C (1,2-dimethyl-10-(3-aminopropyl)phenothiazine-5-oxide), C(C1=CC=CC=C1)=O (benzaldehyde), O (water). Yield: 97.4%. As a reaction SMILES: [CH3:1][C:2]1[C:15]2[N:14]([CH2:16][CH2:17][CH2:18][NH2:19])[C:13]3[C:8](=[CH:9][CH:10]=[CH:11][CH:12]=3)[S:7](=[O:20])[C:6]=2[CH:5]=[CH:4][C:3]=1[CH3:21].[CH:22](=O)[C:23]1[CH:28]=[CH:27][CH:26]=[CH:25][CH:24]=1.O>C1(C)C=CC=CC=1>[CH3:1][C:2]1[C:15]2[N:14]([CH2:16][CH2:17][CH2:18][NH:19][CH2:22][C:23]3[CH:28]=[CH:27][CH:26]=[CH:25][CH:24]=3)[C:13]3[C:8](=[CH:9][CH:10]=[CH:11][CH:12]=3)[S:7](=[O:20])[C:6]=2[CH:5]=[CH:4][C:3]=1[CH3:21]. Conditions: time 10 minute. Starting materials: BrC1=CC=C(C=C1)C(C\C(=N/O)\C=1C=CC(N(C1)C)=O)C1=C(C=C(C=C1)Cl)F (5-{3-(4-Bromo-phenyl)-3-(4-chloro-2-fluoro-phenyl)-1-[(E)-hydroxyimino]-propyl}-1-methyl-1H-pyridin-2-one), C(=O)(O)C1=CC=C(C=C1)B(O)O (4-carboxyphenylboronic acid), O (water), C([O-])([O-])=O.[Na+].[Na+] (sodium carbonate). Reagents/catalysts: [CH-]1C=CC(=C1)P(C2=CC=CC=C2)C3=CC=CC=C3.[CH-]1C=CC(=C1)P(C2=CC=CC=C2)C3=CC=CC=C3.Cl[Pd]Cl.[Fe+2] (dichloro(1,1′-bis(diphenylphosphino)-ferrocene)palladium(II) dichloromethane adduct). The solvent is O1CCOCC1 (1,4-dioxane). Product: ClC1=CC(=C(C=C1)C(C\C(\C1=CN(C(C=C1)=O)C)=N/O)C1=CC=C(C=C1)C1=CC=C(C=C1)C(=O)O)F (4′-[1-(4-Chloro-2-fluoro-phenyl)-3-[(E)-hydroxyimino]-3-(1-methyl-6-oxo-1,6-dihydro-pyridin-3-yl)-propyl]-biphenyl-4-carboxylic acid). RXN SMILES: Br[C:2]1[CH:7]=[CH:6][C:5]([CH:8]([C:21]2[CH:26]=[CH:25][C:24]([Cl:27])=[CH:23][C:22]=2[F:28])[CH2:9]/[C:10](/[C:13]2[CH:14]=[CH:15][C:16](=[O:20])[N:17]([CH3:19])[CH:18]=2)=[N:11]\[OH:12])=[CH:4][CH:3]=1.[C:29]([C:32]1[CH:37]=[CH:36][C:35](B(O)O)=[CH:34][CH:33]=1)([OH:31])=[O:30].O.C(=O)([O-])[O-].[Na+].[Na+]>O1CCOCC1.[CH-]1C=C(P(C2C=CC=CC=2)C2C=CC=CC=2)C=C1.[CH-]1C=C(P(C2C=CC=CC=2)C2C=CC=CC=2)C=C1.Cl[Pd]Cl.[Fe+2]>[Cl:27][C:24]1[CH:25]=[CH:26][C:21]([CH:8]([C:5]2[CH:6]=[CH:7][C:2]([C:35]3[CH:36]=[CH:37][C:32]([C:29]([OH:31])=[O:30])=[CH:33][CH:34]=3)=[CH:3][CH:4]=2)[CH2:9]/[C:10](=[N:11]\[OH:12])/[C:13]2[CH:14]=[CH:15][C:16](=[O:20])[N:17]([CH3:19])[CH:18]=2)=[C:22]([F:28])[CH:23]=1 |f:3.4.5,7.8.9.10|. Reported procedure: In analogy to example 166, step 1, 5-{3-(4-bromo-phenyl)-3-(4-chloro-2-fluoro-phenyl)-1-[(E)-hydroxyimino]-propyl}-1-methyl-1H-pyridin-2-one (example 237, step 5) was reacted with 4-carboxyphenylboronic acid in the presence of dichloro(1,1′-bis(diphenylphosphino)-ferrocene)palladium(II) dichloromethane adduct in a mixture of 1,4-dioxane, water and 2 M aqueous sodium carbonate solution to give the title compound containing 12% of the corresponding Z isomer as an off-white solid, MS (ESI+): m/z=50...